This data is from the Open Reaction Database (ORD), a public repository of structured organic reaction records. The task is: describe an organic reaction: reactants, conditions, products, and yield The reactants are Cl.Cl.NC1=C(C(=CC(=C1)N)C)OC (2,4-diamino-6-methylanisole dihydrochloride), C([O-])([O-])=O.[Ca+2] (calcium carbonate), O1CCOCC1 (dioxane), ClC(=O)OCCCl (2-chloroethyl chloroformate). Run at temperature 90 celsius, time 15 minute. Yields the product COC1=C(C=C(C=C1C)NC(OCCCl)=O)NC(OCCCl)=O (Bis(2-chloroethyl) (4-methoxy-5-methyl-1,3-phenylene)biscarbamate). As a reaction SMILES: [ClH:1].Cl.[NH2:3][C:4]1[CH:9]=[C:8]([NH2:10])[CH:7]=[C:6]([CH3:11])[C:5]=1[O:12][CH3:13].[C:14](=[O:17])([O-:16])[O-].[Ca+2].Cl[C:20]([O:22][CH2:23][CH2:24][Cl:25])=[O:21].O1[CH2:31][CH2:30]OCC1>>[CH3:13][O:12][C:5]1[C:6]([CH3:11])=[CH:7][C:8]([NH:10][C:14](=[O:17])[O:16][CH2:30][CH2:31][Cl:1])=[CH:9][C:4]=1[NH:3][C:20](=[O:21])[O:22][CH2:23][CH2:24][Cl:25] |f:0.1.2,3.4|. Reported procedure: 56 g of 2,4-diamino-6-methylanisole dihydrochloride and 134 g of calcium carbonate were initially introduced into 1 l of dioxane and heated to 90° C. Within 15 min, 80 g of 2-chloroethyl chloroformate were added and the mixture was stirred for a further 4 h at this temperature. Subsequently, the mixture was left to cool, and the mineral salts were filtered off. The filtrate was poured onto iced water, and the mixture was extracted several times with ethyl acetate. The combined ethyl acetate phas... Starting materials: O=C([O-])[O-], CC(C)c1cc(C(C)C)c(-c2ccccc2P(C2CCCCC2)C2CCCCC2)c(C(C)C)c1, COc1cc(Cl)nc(SCc2cccc(F)c2F)n1, [Cs+], [Cs+], CC(C)(C)OC(=O)NC1CCN(S(N)(=O)=O)C1, O=C(C=Cc1ccccc1)C=Cc1ccccc1, O=C(C=Cc1ccccc1)C=Cc1ccccc1, C1COCCO1, O=C(C=Cc1ccccc1)C=Cc1ccccc1, [Pd], [Pd]. Product: COc1cc(NS(=O)(=O)N2CCC(NC(=O)OC(C)(C)C)C2)nc(SCc2cccc(F)c2F)n1. RXN SMILES: [C:52](=[O:53])([O-:54])[O-:55].[CH:18]1([P:19]([CH:20]2[CH2:21][CH2:22][CH2:23][CH2:24][CH2:25]2)[c:26]2[cH:27][cH:28][cH:29][cH:30][c:31]2-[c:32]2[c:33]([CH:34]([CH3:35])[CH3:36])[cH:37][c:38]([CH:39]([CH3:40])[CH3:41])[cH:42][c:43]2[CH:44]([CH3:45])[CH3:46])[CH2:47][CH2:48][CH2:49][CH2:50][CH2:51]1.[Cl:58][c:59]1[n:60][c:61]([S:67][CH2:68][c:69]2[c:70]([F:76])[c:71]([F:75])[cH:72][cH:73][cH:74]2)[n:62][c:63]([O:65][CH3:66])[cH:64]1.[Cs+:56].[Cs+:57].[NH2:1][S:2](=[O:3])(=[O:4])[N:5]1[CH2:6][CH:7]([NH:10][C:11]([O:12][C:13]([CH3:14])([CH3:15])[CH3:16])=[O:17])[CH2:8][CH2:9]1.[O:103]=[C:104]([CH:105]=[CH:106][c:107]1[cH:108][cH:109][cH:110][cH:111][cH:112]1)[CH:113]=[CH:114][c:115]1[cH:116][cH:117][cH:118][cH:119][cH:120]1.[O:121]=[C:122]([CH:123]=[CH:124][c:125]1[cH:126][cH:127][cH:128][cH:129][cH:130]1)[CH:131]=[CH:132][c:133]1[cH:134][cH:135][cH:136][cH:137][cH:138]1.[O:77]1[CH2:78][CH2:79][O:80][CH2:81][CH2:82]1.[O:85]=[C:86]([CH:87]=[CH:88][c:89]1[cH:90][cH:91][cH:92][cH:93][cH:94]1)[CH:95]=[CH:96][c:97]1[cH:98][cH:99][cH:100][cH:101][cH:102]1.[Pd:83].[Pd:84]>>[NH:1]([S:2](=[O:3])(=[O:4])[N:5]1[CH2:6][CH:7]([NH:10][C:11]([O:12][C:13]([CH3:14])([CH3:15])[CH3:16])=[O:17])[CH2:8][CH2:9]1)[c:59]1[n:60][c:61]([S:67][CH2:68][c:69]2[c:70]([F:76])[c:71]([F:75])[cH:72][cH:73][cH:74]2)[n:62][c:63]([O:65][CH3:66])[cH:64]1. Starting materials: NC=1C=CC(=C(C1)[C@]1(N=C(OCC1(F)F)N)C)F ((R)-4-(5-amino-2-fluoro-phenyl)-5,5-difluoro-4-methyl-5,6-dihydro-4H-[1,3]oxazin-2-ylamine), ClC=1C=C(C(=NC1)C(=O)O)F (5-chloro-3-fluoro-pyridine-2-carboxylic acid). Product: NC=1OCC([C@@](N1)(C)C=1C=C(C=CC1F)NC(=O)C1=NC=C(C=C1F)Cl)(F)F (5-Chloro-3-fluoro-pyridine-2-carboxylic acid [3-((R)-2-amino-5,5-difluoro-4-methyl-5,6-dihydro-4H-[1,3]oxazin-4-yl)-4-fluoro-phenyl]-amide). RXN SMILES: [NH2:1][C:2]1[CH:3]=[CH:4][C:5]([F:18])=[C:6]([C@:8]2([CH3:17])[C:13]([F:15])([F:14])[CH2:12][O:11][C:10]([NH2:16])=[N:9]2)[CH:7]=1.[Cl:19][C:20]1[CH:21]=[C:22]([F:29])[C:23]([C:26](O)=[O:27])=[N:24][CH:25]=1>>[NH2:16][C:10]1[O:11][CH2:12][C:13]([F:14])([F:15])[C@:8]([C:6]2[CH:7]=[C:2]([NH:1][C:26]([C:23]3[C:22]([F:29])=[CH:21][C:20]([Cl:19])=[CH:25][N:24]=3)=[O:27])[CH:3]=[CH:4][C:5]=2[F:18])([CH3:17])[N:9]=1. Procedure: The condensation of (R)-4-(5-amino-2-fluoro-phenyl)-5,5-difluoro-4-methyl-5,6-dihydro-4H-[1,3]oxazin-2-ylamine (intermediate XI-1) and 5-chloro-3-fluoro-pyridine-2-carboxylic acid following procedure I yielded the title compound as a colorless solid. MS (ISP): m/z=463.2 [M+H]+. Starting materials: CCC1CC2(C)C(CO)CCC2C2CCC3=C(CC=C(OC)C3)C12, Cl, [Na+], C1CCOC1, O, O=C([O-])O. Yields the product CCC1CC2(C)C(CO)CCC2C2CCC3=C(CCC(=O)C3)C12. As a reaction SMILES: [CH2:1]([CH3:2])[CH:3]1[CH:4]2[C:5]3=[C:10]([CH2:9][C:8]([O:23][CH3:24])=[CH:7][CH2:6]3)[CH2:11][CH2:12][CH:13]2[CH:14]2[CH2:15][CH2:16][CH:17]([CH2:21][OH:22])[C:18]2([CH3:19])[CH2:20]1.[ClH:25].[Na+:26].[O:32]1[CH2:33][CH2:34][CH2:35][CH2:36]1.[OH2:31].[OH:27][C:28](=[O:29])[O-:30]>>[CH2:1]([CH3:2])[CH:3]1[CH:4]2[C:5]3=[C:10]([CH2:9][C:8](=[O:23])[CH2:7][CH2:6]3)[CH2:11][CH2:12][CH:13]2[CH:14]2[CH2:15][CH2:16][CH:17]([CH2:21][OH:22])[C:18]2([CH3:19])[CH2:20]1. Starting materials: C(C1=CC=CC=C1)OC1=CC=C(C=C1)C[C@@H](C(=O)OC)NC(=O)OC(C)(C)C (methyl(2S)-3-[4-(benzyloxy)phenyl]-2-(tert-butoxycarbonyl)aminopropanoate), [OH-].[Li+] (lithium hydroxide). Solvent: C1CCOC1.CO.O (THF methanol water). Reaction conditions: temperature 22.5 celsius, time 12 hour. Product: C(C1=CC=CC=C1)OC1=CC=C(C=C1)C[C@@H](C(=O)O)NC(=O)OC(C)(C)C ((2S)-3-[4-(benzyloxy)phenyl]-2-[(tert-butoxycarbonyl)amino]propanoic acid). Reaction SMILES: [CH2:1]([O:8][C:9]1[CH:14]=[CH:13][C:12]([CH2:15][C@H:16]([NH:21][C:22]([O:24][C:25]([CH3:28])([CH3:27])[CH3:26])=[O:23])[C:17]([O:19]C)=[O:18])=[CH:11][CH:10]=1)[C:2]1[CH:7]=[CH:6][CH:5]=[CH:4][CH:3]=1.[OH-].[Li+]>C1COCC1.CO.O>[CH2:1]([O:8][C:9]1[CH:14]=[CH:13][C:12]([CH2:15][C@H:16]([NH:21][C:22]([O:24][C:25]([CH3:28])([CH3:27])[CH3:26])=[O:23])[C:17]([OH:19])=[O:18])=[CH:11][CH:10]=1)[C:2]1[CH:3]=[CH:4][CH:5]=[CH:6][CH:7]=1 |f:1.2,3.4.5|. Procedure: To a mixture of methyl(2S)-3-[4-(benzyloxy)phenyl]-2-(tert-butoxycarbonyl)aminopropanoate (1.79 g, 4.65 mmol) in a THF/methanol/water (1/2/1, 16 ml) is added lithium hydroxide (340 mg, 13.9 mmol) and the mixture stirred at 20-25 degrees C. for 12 hours. The mixture is quenched with citric acid (10%). The resulting mixture is extracted with ethyl acetate (3×15 ml). The combined organic extracts are washed three times with water, dried over sodium sulfate, filtered, and concentrated under reduced ... Starting materials: BrC(C(C)=O)C (3-bromo-2-butanone), FC=1C=C(CN2C3=CC=C(C=C3C=3C[C@@H](CCC23)NC(C(C)C)=O)C(N)=S)C=CC1 ((R)-N-(9-(3-fluorobenzyl)-6-thiocarbamoyl-2,3,4,9-tetrahydro-1H-carbazol-3-yl)isobutyramide), CN(C)C=O (DMF). Solvent: O (water). Product: FC=1C=C(CN2C3=CC=C(C=C3C=3C[C@@H](CCC23)NC(C(C)C)=O)C2SC=C(N2C)C)C=CC1 ((R)-N-[9-(3-Fluorobenzyl)-6-(3,4-dimethylthiazol-2-yl)-2,3,4,9-tetrahydro-1H-carbazol-3-yl]isobutyramide). RXN SMILES: Br[CH:2]([CH3:6])[C:3](=O)C.[F:7][C:8]1[CH:9]=[C:10]([CH:34]=[CH:35][CH:36]=1)[CH2:11][N:12]1[C:24]2[CH2:23][CH2:22][C@@H:21]([NH:25][C:26](=[O:30])[CH:27]([CH3:29])[CH3:28])[CH2:20][C:19]=2[C:18]2[C:13]1=[CH:14][CH:15]=[C:16]([C:31](=[S:33])[NH2:32])[CH:17]=2.[CH3:37]N(C=O)C>O>[F:7][C:8]1[CH:9]=[C:10]([CH:34]=[CH:35][CH:36]=1)[CH2:11][N:12]1[C:24]2[CH2:23][CH2:22][C@@H:21]([NH:25][C:26](=[O:30])[CH:27]([CH3:28])[CH3:29])[CH2:20][C:19]=2[C:18]2[C:13]1=[CH:14][CH:15]=[C:16]([CH:31]1[N:32]([CH3:37])[C:2]([CH3:6])=[CH:3][S:33]1)[CH:17]=2. Procedure: Combine 3-bromo-2-butanone (0.224 g, 1.48 mmol) and (R)-N-(9-(3-fluorobenzyl)-6-thiocarbamoyl-2,3,4,9-tetrahydro-1H-carbazol-3-yl)isobutyramide (Preparation 22) (0.209 g, 0.493 mmol) and heat in DMF at 80° C. under nitrogen for 2 h. Upon cooling, dilute the mixture with water and collect the precipitate by filtration. Recrystallize from absolute EtOH to give yellow crystals: MS (ES): m/z 476 (M+1); HPLC: Rt=3.87 min (100%). The reactants are CC1=NC2=NC=CC=C2C=C1 (2-methyl-1,8-naphthyridine), ClN1C(CCC1=O)=O (N-chlorosuccinimide), C(C1=CC=CC=C1)(=O)OOC(C1=CC=CC=C1)=O (benzoylperoxide). Run in C(Cl)(Cl)(Cl)Cl (CCl4). The product is ClCC1=NC2=NC=CC=C2C=C1 (2-Chloromethyl-1,8-naphthyridine). Reaction SMILES: [CH3:1][C:2]1[CH:11]=[CH:10][C:9]2[C:4](=[N:5][CH:6]=[CH:7][CH:8]=2)[N:3]=1.[Cl:12]N1C(=O)CCC1=O.C(OOC(=O)C1C=CC=CC=1)(=O)C1C=CC=CC=1>C(Cl)(Cl)(Cl)Cl>[Cl:12][CH2:1][C:2]1[CH:11]=[CH:10][C:9]2[C:4](=[N:5][CH:6]=[CH:7][CH:8]=2)[N:3]=1. Procedure details: A solution of 2-methyl-1,8-naphthyridine (Chem. Pharm. Bull., 19, 1857 (1971)), N-chlorosuccinimide (1.1 equivalent), and a catalytic amount of benzoylperoxide in CCl4 were irradiated at reflux with a 225 watt lamp for 5 hours. After cooling, the solid was filtered and the filtrate evaporated to dryness. The crude residue was chromatographed to give the title product.